From a dataset of the Open Reaction Database (ORD), a public repository of structured organic reaction records. describe an organic reaction: reactants, conditions, products, and yield Starting materials: ClC1=NC=C(C(=O)OC)C(=C1)C (methyl 6-chloro-4-methylnicotinate), BrN1C(CCC1=O)=O (N-bromosuccinimide), C(C1=CC=CC=C1)(=O)OOC(C1=CC=CC=C1)=O (benzoyl peroxide). The solvent is C(Cl)(Cl)(Cl)Cl (carbon tetrachloride). Product: BrCC1=CC(=NC=C1C(=O)OC)Cl (methyl 4-(bromomethyl)-6-chloronicotinate). As a reaction SMILES: [Cl:1][C:2]1[CH:11]=[C:10]([CH3:12])[C:5]([C:6]([O:8][CH3:9])=[O:7])=[CH:4][N:3]=1.[Br:13]N1C(=O)CCC1=O.C(OOC(=O)C1C=CC=CC=1)(=O)C1C=CC=CC=1>C(Cl)(Cl)(Cl)Cl>[Br:13][CH2:12][C:10]1[C:5]([C:6]([O:8][CH3:9])=[O:7])=[CH:4][N:3]=[C:2]([Cl:1])[CH:11]=1. Reported procedure: A mixture of methyl 6-chloro-4-methylnicotinate (2.50 g, 13.5 mmol), N-bromosuccinimide (2.88 g, 16.2 mmol) and benzoyl peroxide (0.14 g, 0.56 mmol) in carbon tetrachloride (100 mL) was refluxed under an atmosphere of nitrogen overnight. The mixture was cooled to room temperature, and filtered through a pad of celite. The mixture was concentrated. The residue was purified by combi-flash chromatography (ethyl acetate in hexanes: 30%) to afford the desired product. The reactants are CCCCc1nc2ccccc2n1Cc1ccc(-c2ccccc2C(=O)OC)cc1, CCO, [Na+], [OH-]. The product is CCCCc1nc2ccccc2n1Cc1ccc(-c2ccccc2C(=O)O)cc1. Reaction SMILES: [CH2:3]([CH2:4][CH2:5][CH3:6])[c:7]1[n:8][c:9]2[c:10]([n:11]1[CH2:12][c:13]1[cH:14][cH:15][c:16](-[c:19]3[c:20]([C:25](=[O:26])[O:27][CH3:28])[cH:21][cH:22][cH:23][cH:24]3)[cH:17][cH:18]1)[cH:29][cH:30][cH:31][cH:32]2.[CH3:33][CH2:34][OH:35].[Na+:2].[OH-:1]>>[CH2:3]([CH2:4][CH2:5][CH3:6])[c:7]1[n:8][c:9]2[c:10]([n:11]1[CH2:12][c:13]1[cH:14][cH:15][c:16](-[c:19]3[c:20]([C:25](=[O:26])[OH:27])[cH:21][cH:22][cH:23][cH:24]3)[cH:17][cH:18]1)[cH:29][cH:30][cH:31][cH:32]2. Reactants: O=C(Cl)N(Cc1ccccc1)c1ccccc1, C1CCOC1, CC(C)[N-]C(C)C, O=C[O-], [Li+], OC12CCN(CC1)C2. The product is O=C(OC12CCN(CC1)C2)N(Cc1ccccc1)c1ccccc1. As a reaction SMILES: [CH2:17]([c:18]1[cH:19][cH:20][cH:21][cH:22][cH:23]1)[N:24]([C:25](=[O:26])[Cl:27])[c:28]1[cH:29][cH:30][cH:31][cH:32][cH:33]1.[CH2:37]1[O:38][CH2:39][CH2:40][CH2:41]1.[CH3:10][CH:11]([N-:12][CH:13]([CH3:14])[CH3:15])[CH3:16].[CH:34]([O-:35])=[O:36].[Li+:9].[OH:1][C:2]12[CH2:3][CH2:4][N:5]([CH2:6][CH2:7]1)[CH2:8]2>>[O:1]([C:2]12[CH2:3][CH2:4][N:5]([CH2:6][CH2:7]1)[CH2:8]2)[C:25]([N:24]([CH2:17][c:18]1[cH:19][cH:20][cH:21][cH:22][cH:23]1)[c:28]1[cH:29][cH:30][cH:31][cH:32][cH:33]1)=[O:26]. Reactants: C1(=CC=C(C=C1)S(=O)(=O)O)C (p-toluenesulphonic acid), FC1=C(COC(CO)CCO)C=CC=C1 (2-(2-fluorobenzyloxy)-butane-1,4-diol). Run in O (water). Reaction conditions: temperature 200 celsius. The product is FC1=C(COC2COCC2)C=CC=C1 (3-(2-fluorobenzyloxy)-tetrahydrofurane). As a reaction SMILES: C1(C)C=CC(S(O)(=O)=O)=CC=1.[F:12][C:13]1[CH:26]=[CH:25][CH:24]=[CH:23][C:14]=1[CH2:15][O:16][CH:17]([CH2:20][CH2:21][OH:22])[CH2:18]O>O>[F:12][C:13]1[CH:26]=[CH:25][CH:24]=[CH:23][C:14]=1[CH2:15][O:16][CH:17]1[CH2:20][CH2:21][O:22][CH2:18]1. Procedure details: 0.1 g of p-toluenesulphonic acid was added to 4.26 g (0.02 mol) of 2-(2-fluorobenzyloxy)-butane-1,4-diol and the mixture was slowly heated to 200° C. under a waterpump vacuum. A mixture of water of reaction and 3-(2-fluorobenzyloxy)-tetrahydrofurane was obtained in the distillate. After fractional distillation, 3.8 g (97.5% of theory) of 3-(2-fluorobenzyloxy)-tetrahydrofurane of boiling point 140° C./14 mm Hg were obtained. Starting materials: CCOC(=O)c1c(C)c[nH]c1CCNCCN(C)C, C[Al](C)C, Cc1ccccc1, Cl, [Na+], [OH-], O. Yields the product Cc1c[nH]c2c1C(=O)N(CCN(C)C)CC2. RXN SMILES: [CH2:1]([O:3][C:4](=[O:2])[c:6]1[c:7]([CH2:12][CH2:13][NH:14][CH2:15][CH2:16][N:17]([CH3:18])[CH3:19])[nH:8][cH:9][c:10]1[CH3:11])[CH3:5].[CH3:20][Al:21]([CH3:22])[CH3:23].[CH3:27][c:28]1[cH:29][cH:30][cH:31][cH:32][cH:33]1.[ClH:24].[Na+:26].[OH-:25].[OH2:34]>>[O:3]=[C:4]1[c:6]2[c:7]([nH:8][cH:9][c:10]2[CH3:11])[CH2:12][CH2:13][N:14]1[CH2:15][CH2:16][N:17]([CH3:18])[CH3:19]. The reactants are solution, [Li+].CC(C)[N-]C(C)C (LDA), C1(=CC=CC=C1)C(C#N)C1=CC=CC=C1 (diphenylacetonitrile), C(C)Br (ethyl bromide), P(=O)([O-])([O-])[O-] (phosphate). Run in C1CCOC1 (THF), C1CCOC1 (THF). Conditions: temperature -30 celsius, time 1 hour. Product: C1(=CC=CC=C1)C(C#N)(CC)C1=CC=CC=C1 (2,2-diphenylbutyronitrile). Yield: 67.0%. RXN SMILES: [Li+].[CH3:2][CH:3]([N-]C(C)C)C.[C:9]1([CH:15]([C:18]2[CH:23]=[CH:22][CH:21]=[CH:20][CH:19]=2)[C:16]#[N:17])[CH:14]=[CH:13][CH:12]=[CH:11][CH:10]=1.C(Br)C.P([O-])([O-])([O-])=O>C1COCC1>[C:18]1([C:15]([C:9]2[CH:10]=[CH:11][CH:12]=[CH:13][CH:14]=2)([CH2:2][CH3:3])[C:16]#[N:17])[CH:19]=[CH:20][CH:21]=[CH:22][CH:23]=1 |f:0.1|. Procedure: 173 ml (0.259 mol) of a 1.5 M solution of LDA in THF were added dropwise to a solution of 50.0 g (0.259 mol) of diphenylacetonitrile in 500 ml of THF (abs.) at −78° C. under argon, and the mixture was then stirred at −30° C. for one hour. Then, at −78° C., 28.23 g (0.259 mol) of ethyl bromide were added. The mixture was allowed to reach room temperature and was stirred for 16 hours. Subsequently, 80 ml of phosphate buffer (pH 7) were added and the mixture was evaporated. The residue was taken up...